From a dataset of the Open Reaction Database (ORD), a public repository of structured organic reaction records. describe an organic reaction: reactants, conditions, products, and yield The reactants are COC=1C=C(C=CC1OC=1C(=C2C=C(NC2=CC1)C)[N+](=O)[O-])CC(=O)O (2-(3-Methoxy-4-(2-methyl-4-nitro-1H-indol-5-yloxy)phenyl)acetic acid), O.O.[Sn](Cl)(Cl)(Cl)Cl (tin chloride dihydrate), C([O-])(O)=O.[Na+] (sodium bicarbonate). The solvent is CO (methanol). Run at temperature 65 celsius. The product is NC1=C2C=C(NC2=CC=C1OC1=C(C=C(C=C1)CC(=O)OC)OC)C (Methyl 2-(4-(4-amino-2-methyl-1H-indol-5-yloxy)-3-methoxyphenyl)acetate). As a reaction SMILES: [CH3:1][O:2][C:3]1[CH:4]=[C:5]([CH2:23][C:24]([OH:26])=[O:25])[CH:6]=[CH:7][C:8]=1[O:9][C:10]1[C:11]([N+:20]([O-])=O)=[C:12]2[C:16](=[CH:17][CH:18]=1)[NH:15][C:14]([CH3:19])=[CH:13]2.O.O.[Sn](Cl)(Cl)(Cl)Cl.[C:34](=O)(O)[O-].[Na+]>CO>[NH2:20][C:11]1[C:10]([O:9][C:8]2[CH:7]=[CH:6][C:5]([CH2:23][C:24]([O:26][CH3:34])=[O:25])=[CH:4][C:3]=2[O:2][CH3:1])=[CH:18][CH:17]=[C:16]2[C:12]=1[CH:13]=[C:14]([CH3:19])[NH:15]2 |f:1.2.3,4.5|. Reported procedure: A solution of 1.2 (1.00 g, 2.81 mmol) and tin chloride dihydrate (5.07 g, 22.5 mmol) dissolved in methanol (10 mL) was heated to 65° C. (external temperature, oil bath) overnight. The reaction solution was poured into aqueous 5% sodium bicarbonate solution and the resulting bi-phase passed through a pad of Celite, rinsing with water and ethyl acetate. The filtrate was separated and the organic layer washed with water and brine then stirred over magnesium sulfate, filtered and the filtrate concen... Reactants: CCC1=C[C@@H]2C[C@@](C3=C(CCN(C2)C1)C4=CC=CC=C4N3)(C5=C(C=C6C(=C5)[C@]78CCN9[C@H]7[C@@](C=CC9)([C@H]([C@@]([C@@H]8N6C)(C(=O)OC)O)OC(=O)C)CC)OC)C(=O)OC (3',4'-anhydro-vinblastine), O=O (oxygen), N(=NC(C#N)(C)C)C(C#N)(C)C (2,2'-azo-bis-isobutyronitrile). Product: CC[C@]12CN3CCC=4C=5C=CC=CC5NC4[C@](C[C@H](C3)[C@H]1O2)(C=6C=C7C(=CC6OC)N([C@@H]8[C@]79CCN1[C@H]9[C@@](C=CC1)([C@H]([C@@]8(C(=O)OC)O)OC(=O)C)CC)C)C(=O)OC (Leurosine). Reaction SMILES: [CH3:1][CH2:2][C:3]1[CH2:14][N:12]2[CH2:13][C@@H:5]([CH2:6][C@:7]([C:55]([O:57][CH3:58])=[O:56])([C:22]3[CH:27]=[C:26]4[C@@:28]56[C@@H:39]([N:40]([CH3:41])[C:25]4=[CH:24][C:23]=3[O:53][CH3:54])[C@@:38]([OH:46])([C:42]([O:44][CH3:45])=[O:43])[C@H:37]([O:47][C:48]([CH3:50])=[O:49])[C@:33]3([CH2:51][CH3:52])[CH:34]=[CH:35][CH2:36][N:31]([C@H:32]53)[CH2:30][CH2:29]6)[C:8]3[NH:21][C:20]4[C:15](=[CH:16][CH:17]=[CH:18][CH:19]=4)[C:9]=3[CH2:10][CH2:11]2)[CH:4]=1.[O:59]=O.N(C(C)(C)C#N)=NC(C)(C)C#N>>[CH3:1][CH2:2][C@@:3]12[O:59][C@@H:4]1[C@H:5]1[CH2:13][N:12]([CH2:11][CH2:10][C:9]3[C:15]4[CH:16]=[CH:17][CH:18]=[CH:19][C:20]=4[NH:21][C:8]=3[C@@:7]([C:55]([O:57][CH3:58])=[O:56])([C:22]3[CH:27]=[C:26]4[C@:28]56[C@@H:32]7[C@:33]([CH2:51][CH3:52])([C@@H:37]([O:47][C:48]([CH3:50])=[O:49])[C@:38]([OH:46])([C:42]([O:44][CH3:45])=[O:43])[C@@H:39]5[N:40]([CH3:41])[C:25]4=[CH:24][C:23]=3[O:53][CH3:54])[CH:34]=[CH:35][CH2:36][N:31]7[CH2:30][CH2:29]6)[CH2:6]1)[CH2:14]2. Reported procedure: 100 mg. of 3',4'-anhydro-vinblastine are oxidized with oxygen from the air in an analogeous manner to that set forth in the Example 16, with the only difference that the reaction is performed in the presence of 4 mg. of 2,2'-azo-bis-isobutyronitrile. The reactants are O=C([O-])O, CCOC(=O)C1CCNC(=O)C1, C[O+](C)C, ClCCl, F[B-](F)(F)F, [Na+]. The product is CCOC(=O)C1CCN=C(OC)C1. Reaction SMILES: [C:22](=[O:23])([OH:24])[O-:25].[CH2:10]([CH3:11])[O:12][C:13](=[O:14])[CH:15]1[CH2:16][C:17](=[O:21])[NH:18][CH2:19][CH2:20]1.[CH3:6][O+:7]([CH3:8])[CH3:9].[Cl:27][CH2:28][Cl:29].[F:1][B-:2]([F:3])([F:4])[F:5].[Na+:26]>>[CH3:6][O:21][C:17]1=[N:18][CH2:19][CH2:20][CH:15]([C:13]([O:12][CH2:10][CH3:11])=[O:14])[CH2:16]1. Reactants: [B] (boron), C(CCCCCCC\C=C/CCCCCCCC)N (oleylamine), C1C(C2=CC=CC=C2)O1 (styrene oxide). Solvent: C1(=CC=CC=C1)C (toluene). Yields the product heterocyclic compound, C(CCCCCCC\C=C/CCCCCCCC)N.C1C(C2=CC=CC=C2)O1 (oleylamine styrene oxide). RXN SMILES: [B].[CH2:2]([NH2:20])[CH2:3][CH2:4][CH2:5][CH2:6][CH2:7][CH2:8][CH2:9]/[CH:10]=[CH:11]\[CH2:12][CH2:13][CH2:14][CH2:15][CH2:16][CH2:17][CH2:18][CH3:19].[CH2:21]1[O:29][CH:22]1[C:23]1[CH:28]=[CH:27][CH:26]=[CH:25][CH:24]=1>C1(C)C=CC=CC=1>[CH2:2]([NH2:20])[CH2:3][CH2:4][CH2:5][CH2:6][CH2:7][CH2:8][CH2:9]/[CH:10]=[CH:11]\[CH2:12][CH2:13][CH2:14][CH2:15][CH2:16][CH2:17][CH2:18][CH3:19].[CH2:21]1[O:29][CH:22]1[C:23]1[CH:28]=[CH:27][CH:26]=[CH:25][CH:24]=1 |f:4.5|. Procedure details: A sulfurized, boron-containing, heterocyclic compound is prepared by mixing 12 grams of oleylamine, 9.6 grams of styrene oxide and 200 ml of toluene for 30 minutes at room temperature (25° C.) in a single-necked one-liter round-bottomed flask. The flask is placed in a heating mantle and equipped with a water-pooled condenser. The mixture is heated under reflux for three hours producing an oleylamine/styrene oxide adduct. Starting materials: [H-].[Na+] (NaH), COC(=O)C1=CC2=C(N(C(=N2)C=2C=C3C=CC(=NC3=CC2)C2=CC(=CC=C2C2=CC=C(C=C2)Cl)O)C2CCCCC2)C=C1 (2-[2-(4′-Chloro-4-hydroxy-biphen-2-yl)-quinolin-6-yl]-1-cyclohexyl-1H-benzoimidazole-5-carboxylic acid methyl ester), BrCCOC (1-bromo-2-methoxy ethane). Run in CN(C)C=O (DMF). Conditions: time 8 hour. Yields the product ClC1=CC=C(C2=CC=C(C=C2C2=NC3=CC=C(C=C3C=C2)C2=NC3=C(N2C2CCCCC2)C=CC(=C3)C(=O)O)OCCOC)C=C1 (2-{2-[4′-Chloro-4-(2-methoxy-ethoxy)-biphen-2-yl]-quinolin-6-yl}-1-cyclohexyl-1H-benzoimidazole-5-carboxylic acid). RXN SMILES: C[O:2][C:3]([C:5]1[CH:43]=[CH:42][C:8]2[N:9]([CH:36]3[CH2:41][CH2:40][CH2:39][CH2:38][CH2:37]3)[C:10]([C:12]3[CH:13]=[C:14]4[C:19](=[CH:20][CH:21]=3)[N:18]=[C:17]([C:22]3[C:27]([C:28]5[CH:33]=[CH:32][C:31]([Cl:34])=[CH:30][CH:29]=5)=[CH:26][CH:25]=[C:24]([OH:35])[CH:23]=3)[CH:16]=[CH:15]4)=[N:11][C:7]=2[CH:6]=1)=[O:4].[H-].[Na+].Br[CH2:47][CH2:48][O:49][CH3:50]>CN(C=O)C>[Cl:34][C:31]1[CH:32]=[CH:33][C:28]([C:27]2[C:22]([C:17]3[CH:16]=[CH:15][C:14]4[C:19](=[CH:20][CH:21]=[C:12]([C:10]5[N:9]([CH:36]6[CH2:41][CH2:40][CH2:39][CH2:38][CH2:37]6)[C:8]6[CH:42]=[CH:43][C:5]([C:3]([OH:2])=[O:4])=[CH:6][C:7]=6[N:11]=5)[CH:13]=4)[N:18]=3)=[CH:23][C:24]([O:35][CH2:47][CH2:48][O:49][CH3:50])=[CH:25][CH:26]=2)=[CH:29][CH:30]=1 |f:1.2|. Procedure: Compound 475a (100 mg, 0.162 mmol) was dissolved in 2 mL of DMF and treated with 16.8 mg (0.7 mmol) of NaH for 30 min. 1-bromo-2-methoxy ethane (30.5 μL) was added and the mixture was agitated overnight. The next day the reaction mixture was evaporated to dryness, the oily residue dissolved in 3 mL methanol followed by the addition of 1 mL 1M NaOH. The mixture was refluxed for 2 h before it was evaporated to dryness. The product was purified by RP-HPLC for a yield of 19.3 mg of the title compoun... The reactants are C(C)(C)N1N=CC=2C(=CC=CC12)C(=O)N (1-isopropyl-1H-indazole-4-carboxamide), CN(CCOC1=CC=C(C=C1)B1OC(C(O1)(C)C)(C)C)C (N,N-dimethyl-2-(4-(4,4,5,5-tetramethyl-1,3,2-dioxaborolan-2-yl)phenoxy)ethanamine), C([O-])(O)=O.[Na+] (Sodium bicarbonate). The reagents and catalysts are C1=CC=C(C=C1)P([C-]2C=CC=C2)C3=CC=CC=C3.C1=CC=C(C=C1)P([C-]2C=CC=C2)C3=CC=CC=C3.Cl[Pd]Cl.[Fe+2].C(Cl)Cl (PdCl2(dppf) CH2Cl2). Solvent: O1CCOCC1.O (dioxane water). Yields the product CC1=C(C(NC(=C1)C)=O)CNC(=O)C=1C=2C=NN(C2C=C(C1)C1=CC=C(C=C1)OCCN(C)C)C(C)C (N-((4,6-dimethyl-2-oxo-1,2-dihydropyridin-3-yl)methyl)-6-(4-(2-(dimethylamino)ethoxy)phenyl)-1-isopropyl-1H-indazole-4-carboxamide). Reaction SMILES: [CH:1]([N:4]1[C:12]2[CH:11]=[CH:10][CH:9]=[C:8]([C:13]([NH2:15])=[O:14])[C:7]=2[CH:6]=[N:5]1)([CH3:3])[CH3:2].[CH3:16][N:17]([CH3:36])[CH2:18][CH2:19][O:20][C:21]1[CH:26]=[CH:25][C:24](B2OC(C)(C)C(C)(C)O2)=[CH:23][CH:22]=1.[C:37](=[O:40])(O)[O-].[Na+]>O1CCOCC1.O.C1C=CC(P(C2C=CC=CC=2)[C-]2C=CC=C2)=CC=1.C1C=CC(P(C2C=CC=CC=2)[C-]2C=CC=C2)=CC=1.Cl[Pd]Cl.[Fe+2].C(Cl)Cl>[CH3:13][C:8]1[CH:7]=[C:12]([CH3:11])[NH:4][C:37](=[O:40])[C:9]=1[CH2:10][NH:15][C:13]([C:8]1[C:7]2[CH:6]=[N:5][N:4]([CH:1]([CH3:3])[CH3:2])[C:12]=2[CH:11]=[C:10]([C:24]2[CH:23]=[CH:22][C:21]([O:20][CH2:19][CH2:18][N:17]([CH3:16])[CH3:36])=[CH:26][CH:25]=2)[CH:9]=1)=[O:14] |f:2.3,4.5,6.7.8.9.10|. Procedure details: 6-bromo-N-(4,6-dimethyl-2-oxo-1,2-dihydropyridin-3-yl)methyl)-1-isopropyl-1H-indazole-4-carboxamide (80 mg, 0.19 mmol), N,N-dimethyl-2-(4-(4,4,5,5-tetramethyl-1,3,2-dioxaborolan-2-yl)phenoxy)ethanamine (84 mg, 0.29 mmol) and PdCl2(dppf)-CH2Cl2 adduct (7.8 mg, 0.009 mmol) in dioxane/water (3 ml:1 ml) were stirred for 10 min under nitrogen. Sodium bicarbonate (48.3 mg, 0.58 mmol) was added and the insoluble mixture was irradiated in a microwave at 100° C. for 20 min. The reaction mixture was evapo... The product is CS(=O)(=O)C(=C1CN(C(c2ccc(Cl)cc2)c2ccc(CCl)cc2)C1)c1cc(F)cc(F)c1. RXN SMILES: [CH3:35][S:36](=[O:37])(=[O:38])[Cl:39].[CH3:40][N:41]([CH3:42])[c:43]1[cH:44][cH:45][n:46][cH:47][cH:48]1.[Cl:1][CH2:2][c:3]1[cH:4][cH:5][c:6]([CH:9]([N:10]2[CH2:11][C:12]([OH:14])([CH:15]([S:16](=[O:17])(=[O:18])[CH3:19])[c:20]3[cH:21][c:22]([F:27])[cH:23][c:24]([F:26])[cH:25]3)[CH2:13]2)[c:28]2[cH:29][cH:30][c:31]([Cl:34])[cH:32][cH:33]2)[cH:7][cH:8]1.[Cl:49][CH2:50][Cl:51]>>[Cl:1][CH2:2][c:3]1[cH:4][cH:5][c:6]([CH:9]([N:10]2[CH2:11][C:12](=[C:15]([S:16](=[O:17])(=[O:18])[CH3:19])[c:20]3[cH:21][c:22]([F:27])[cH:23][c:24]([F:26])[cH:25]3)[CH2:13]2)[c:28]2[cH:29][cH:30][c:31]([Cl:34])[cH:32][cH:33]2)[cH:7][cH:8]1. Starting materials: CS(=O)(=O)Cl, CN(C)c1ccncc1, CS(=O)(=O)C(c1cc(F)cc(F)c1)C1(O)CN(C(c2ccc(Cl)cc2)c2ccc(CCl)cc2)C1, ClCCl.